Dataset: the Open Reaction Database (ORD), a public repository of structured organic reaction records. Task: describe an organic reaction: reactants, conditions, products, and yield The reactants are Cc1ccccc1, CSc1ccc(C(=O)O)cc1OC1CCCC1, O=S(Cl)Cl. The product is CSc1ccc(C(=O)Cl)cc1OC1CCCC1. As a reaction SMILES: [CH3:22][c:23]1[cH:24][cH:25][cH:26][cH:27][cH:28]1.[CH:1]1([O:6][c:7]2[cH:8][c:9]([C:10](=[O:11])[OH:12])[cH:13][cH:14][c:15]2[S:16][CH3:17])[CH2:2][CH2:3][CH2:4][CH2:5]1.[S:18]([Cl:19])([Cl:20])=[O:21]>>[CH:1]1([O:6][c:7]2[cH:8][c:9]([C:10](=[O:11])[Cl:20])[cH:13][cH:14][c:15]2[S:16][CH3:17])[CH2:2][CH2:3][CH2:4][CH2:5]1. Starting materials: Intermediate 14, ClC1=NC=CC(=N1)C1=C(N=C(S1)N1CCOCC1)C=1C(=C(N)C=CC1)F (3-(5-(2-chloropyrimidin-4-yl)-2-morpholinothiazol-4-yl)-2-fluoroaniline), N1(CCOCC1)S(=O)(=O)Cl (4-morpholinesulfonyl chloride). The product is ClC1=NC=CC(=N1)C1=C(N=C(S1)N1CCOCC1)C=1C(=C(C=CC1)NS(=O)(=O)N1CCOCC1)F (N-{3-[5-(2-Chloro-4-pyrimidinyl)-2-(4-morpholinyl)-1,3-thiazol-4-yl]-2-fluorophenyl}-4-morpholinesulfonamide). RXN SMILES: [Cl:1][C:2]1[N:7]=[C:6]([C:8]2[S:12][C:11]([N:13]3[CH2:18][CH2:17][O:16][CH2:15][CH2:14]3)=[N:10][C:9]=2[C:19]2[C:20]([F:26])=[C:21]([CH:23]=[CH:24][CH:25]=2)[NH2:22])[CH:5]=[CH:4][N:3]=1.[N:27]1([S:33](Cl)(=[O:35])=[O:34])[CH2:32][CH2:31][O:30][CH2:29][CH2:28]1>>[Cl:1][C:2]1[N:7]=[C:6]([C:8]2[S:12][C:11]([N:13]3[CH2:14][CH2:15][O:16][CH2:17][CH2:18]3)=[N:10][C:9]=2[C:19]2[C:20]([F:26])=[C:21]([NH:22][S:33]([N:27]3[CH2:32][CH2:31][O:30][CH2:29][CH2:28]3)(=[O:35])=[O:34])[CH:23]=[CH:24][CH:25]=2)[CH:5]=[CH:4][N:3]=1. Procedure: Following a procedure analogous to the procedure described in Intermediate 14 using 3-(5-(2-chloropyrimidin-4-yl)-2-morpholinothiazol-4-yl)-2-fluoroaniline (150 mg, 0.383 mmol) and 4-morpholinesulfonyl chloride (142 mg, 0.766 mmol) the title compound of Step A was obtained as a yellow foam (96 mg, 46% yield). 1H NMR (400 MHz, DMSO-d6) δ ppm 9.78-10.01 (m, 1H), 8.34 (d, J=5.5 Hz, 1H), 7.58 (td, J=7.4, 2.4 Hz, 1H), 7.17-7.41 (m, 2H), 6.57-6.68 (m, 1H), 3.68 (t, J=4.7 Hz, 4H), 3.42-3.63 (m, 8H), 2.... The reactants are COC(=O)c1ccc(-c2ccc(C)s2)s1, Cl, [Li+], C1COCCO1, [OH-]. Product: Cc1ccc(-c2ccc(C(=O)O)s2)s1. Reaction SMILES: [CH3:1][c:2]1[cH:3][cH:4][c:5](-[c:7]2[s:8][c:9]([C:12](=[O:13])[O:14][CH3:15])[cH:10][cH:11]2)[s:6]1.[ClH:18].[Li+:17].[O:19]1[CH2:20][CH2:21][O:22][CH2:23][CH2:24]1.[OH-:16]>>[CH3:1][c:2]1[cH:3][cH:4][c:5](-[c:7]2[s:8][c:9]([C:12](=[O:13])[OH:14])[cH:10][cH:11]2)[s:6]1. Starting materials: 11.7, BrC1=C(C(=O)OC)C=CC=C1[N+](=O)[O-] (methyl 2-bromo-3-nitrobenzoate), O.C(CN)N (1,2-ethanediamine monohydrate). Solvent: C(CCC)O (1-butanol). Conditions: time 0.5 hour. Yields the product [N+](=O)([O-])C1=CC=CC=2C(NCCNC21)=O (2,3,4,5-tetrahydro-9-nitro-1H-1,4-benzodiazepin-5-one). Reaction SMILES: Br[C:2]1[C:11]([N+:12]([O-:14])=[O:13])=[CH:10][CH:9]=[CH:8][C:3]=1[C:4]([O:6]C)=O.O.[CH2:16]([NH2:19])[CH2:17][NH2:18]>C(O)CCC>[N+:12]([C:11]1[C:2]2[NH:19][CH2:16][CH2:17][NH:18][C:4](=[O:6])[C:3]=2[CH:8]=[CH:9][CH:10]=1)([O-:14])=[O:13] |f:1.2|. Procedure details: A mixture of 11.7 parts of methyl 2-bromo-3-nitrobenzoate, 8.1 parts of 1,2-ethanediamine monohydrate and 40 parts of 1-butanol was stirred for 1/2 hour at reflux temperature. The reaction mixture was evaporated and the residue was diluted with 50 parts of water. The precipitate was filtered off and washed with water and 2-propanol. It was then recrystallized from 2-methoxyethanol, yielding 6.5 parts of 2,3,4,5-tetrahydro-9-nitro-1H-1,4-benzodiazepin-5-one; mp. 191°-195° C. (interm. 1) The reactants are CCCCCC, ClCCl, [N-]=[N+]=C(c1cccc(F)c1)c1cccc(F)c1, C=C(C)C=O. Yields the product CC1(C=O)CC1(c1cccc(F)c1)c1cccc(F)c1. Reaction SMILES: [CH3:26][CH2:27][CH2:28][CH2:29][CH2:30][CH3:31].[Cl:23][CH2:24][Cl:25].[F:1][c:2]1[cH:3][c:4]([C:8](=[N+:9]=[N-:10])[c:11]2[cH:12][c:13]([F:17])[cH:14][cH:15][cH:16]2)[cH:5][cH:6][cH:7]1.[O:18]=[CH:19][C:20]([CH3:21])=[CH2:22]>>[F:1][c:2]1[cH:3][c:4]([C:8]2([c:11]3[cH:12][c:13]([F:17])[cH:14][cH:15][cH:16]3)[C:20]([CH:19]=[O:18])([CH3:22])[CH2:21]2)[cH:5][cH:6][cH:7]1. Starting materials: COC(CCN1N=CC2=CC=C(C=C12)N)OC (1-(3,3-dimethoxypropyl)-1H-indazole-6-ylamine), O(C1=CC=CC=C1)C1=CC=C(C=C1)CC(=O)O (4-phenoxyphenylacetic acid), CN1CCOCC1 (N-methyl morpholine), C=1C=CC2=C(C1)N=NN2O (HOBt), Cl.C(C)N=C=NC(CC)(C)C (ethyldimethylpropylcarbodiimide hydrochloride). Run in CN(C)C=O (DMF), C(C)OCC (diethyl ether), O (H2O). Conditions: time 3 hour. Product: COC(CCN1N=CC2=CC=C(C=C12)NC(CC1=CC=C(C=C1)OC1=CC=CC=C1)=O)OC (N-[1-(3,3-dimethoxypropyl)-1H-indazol-6-yl]-2-(4-phenoxyphenyl)acetamide). As a reaction SMILES: [CH3:1][O:2][CH:3]([O:16][CH3:17])[CH2:4][CH2:5][N:6]1[C:14]2[C:9](=[CH:10][CH:11]=[C:12]([NH2:15])[CH:13]=2)[CH:8]=[N:7]1.[O:18]([C:25]1[CH:30]=[CH:29][C:28]([CH2:31][C:32](O)=[O:33])=[CH:27][CH:26]=1)[C:19]1[CH:24]=[CH:23][CH:22]=[CH:21][CH:20]=1.CN1CCOCC1.C1C=CC2N(O)N=NC=2C=1.Cl.C(N=C=NC(C)(C)CC)C>CN(C=O)C.C(OCC)C.O>[CH3:17][O:16][CH:3]([O:2][CH3:1])[CH2:4][CH2:5][N:6]1[C:14]2[C:9](=[CH:10][CH:11]=[C:12]([NH:15][C:32](=[O:33])[CH2:31][C:28]3[CH:29]=[CH:30][C:25]([O:18][C:19]4[CH:20]=[CH:21][CH:22]=[CH:23][CH:24]=4)=[CH:26][CH:27]=3)[CH:13]=2)[CH:8]=[N:7]1 |f:4.5|. Reported procedure: A mixture of 1-(3,3-dimethoxypropyl)-1H-indazole-6-ylamine (1.32 g, 5.60 mmol), 4-phenoxyphenylacetic acid (1.34 g, 5.88 mmol), N-methyl morpholine (1.47 mL, 13.4 mmol), HOBt (945 mg, 7.0 mmol), and ethyldimethylpropylcarbodiimide hydrochloride (1.34 g, 7.0 mmol) in DMF (28 mL) was stirred at room temperature for 3 hours followed by the addition of H2O (40 mL) and diethyl ether (30 mL). The layers were separated, and the aqueous was extracted with diethyl ether (3×30 mL). The combined organic la...